From a dataset of the Open Reaction Database (ORD), a public repository of structured organic reaction records. describe an organic reaction: reactants, conditions, products, and yield Reactants: CCCn1c(=O)c(C#N)c(O)c2ccccc21, O=P(Cl)(Cl)Cl. Reaction SMILES: [OH:1][c:2]1[c:3]([C:16]#[N:17])[c:4](=[O:15])[n:5]([CH2:12][CH2:13][CH3:14])[c:6]2[cH:7][cH:8][cH:9][cH:10][c:11]12.[P:18]([Cl:19])([Cl:20])([Cl:21])=[O:22]>>[c:2]1([Cl:20])[c:3]([C:16]#[N:17])[c:4](=[O:15])[n:5]([CH2:12][CH2:13][CH3:14])[c:6]2[cH:7][cH:8][cH:9][cH:10][c:11]12. The product is CCCn1c(=O)c(C#N)c(Cl)c2ccccc21. Starting materials: C(CCC)[Li] (n-Butyllithium), ClC1=C(C=CC(=C1)Br)C=1OCC(N1)(C)C (2-(2-chloro-4-bromophenyl)-4,5-dihydo-4,4-dimethyloxazole), O1CCCC1 (tetrahydrofuran), octadecyl aldehyde, O1CCCC1 (tetrahydrofuran). Run at time 3.5 hour. Product: ClC=1C=C(C=CC1C=1OCC(N1)(C)C)C(CCCCCCCCCCCCCCCCC)O (1-[3-chloro-4-(4,5-dihydro-4,4-dimethyl-2-oxazolyl)phenyl]-1-octadecanol). RXN SMILES: [Cl:1][C:2]1[CH:7]=[C:6](Br)[CH:5]=[CH:4][C:3]=1[C:9]1[O:10][CH2:11][C:12]([CH3:15])([CH3:14])[N:13]=1.[CH2:16]([Li])[CH2:17][CH2:18][CH3:19].[O:21]1[CH2:25][CH2:24][CH2:23][CH2:22]1>>[Cl:1][C:2]1[CH:7]=[C:6]([CH:22]([OH:21])[CH2:23][CH2:24][CH2:25][CH2:19][CH2:18][CH2:17][CH2:16][CH2:16][CH2:17][CH2:18][CH2:19][CH2:6][CH2:7][CH2:2][CH2:3][CH2:4][CH3:5])[CH:5]=[CH:4][C:3]=1[C:9]1[O:10][CH2:11][C:12]([CH3:15])([CH3:14])[N:13]=1. Procedure: A solution of the product of Example 4 (4 mmoles) in tetrahydrofuran (150 ml) was cooled to ca.-75° C. under an atmosphere of argon. n-Butyllithium (2 ml, 2.04 M in hexane) was added by syringe over 15 min. while maintaining the reaction temperature below -70° C., and the solution then stirred for 3.5 hours. A cold solution (ca.-8° C.) of octadecyl aldehyde (4 mmoles) in tetrahydrofuran (100 ml) was canulated by syringe to the above solution over 25 min., keeping the temperature below -60° C. Th... Starting materials: COC1=CC=C(C=C1)C(NC(C)(C1=CC=CC=C1)C)C1=CC(=CC=C1)[N+](=O)[O-] (N-[(4-methoxyphenyl)-(3-nitrophenyl)methyl]-N-(1-methyl-1-phenylethyl)amine), [BH4-].[Na+] (sodium borohydride). Yields the product COC1=CC=C(C=C1)C(C=1C=C(C=CC1)N)NC(C)(C1=CC=CC=C1)C (3-[(4-Methoxyphenyl)-(1-methyl-1-phenylethylamino)methyl]phenylamine). Run in CO (methanol). The reagents and catalysts are O.O.O.O.O.O.[Ni](Cl)Cl (nickel chloride hexahydrate). Isolated yield 94.6%. Reaction SMILES: [CH3:1][O:2][C:3]1[CH:8]=[CH:7][C:6]([CH:9]([C:20]2[CH:25]=[CH:24][CH:23]=[C:22]([N+:26]([O-])=O)[CH:21]=2)[NH:10][C:11]([CH3:19])([C:13]2[CH:18]=[CH:17][CH:16]=[CH:15][CH:14]=2)[CH3:12])=[CH:5][CH:4]=1.[BH4-].[Na+]>O.O.O.O.O.O.[Ni](Cl)Cl.CO>[CH3:1][O:2][C:3]1[CH:4]=[CH:5][C:6]([CH:9]([NH:10][C:11]([CH3:19])([C:13]2[CH:18]=[CH:17][CH:16]=[CH:15][CH:14]=2)[CH3:12])[C:20]2[CH:21]=[C:22]([NH2:26])[CH:23]=[CH:24][CH:25]=2)=[CH:7][CH:8]=1 |f:1.2,3.4.5.6.7.8.9|. Procedure details: Following a similar procedure to that described in Example (94b), 1.39 g of N-[(4-methoxyphenyl)-(3-nitrophenyl)methyl]-N-(1-methyl-1-phenylethyl)amine [prepared as described in step (a) above], 1.76 g of nickel chloride hexahydrate, 559 mg of sodium borohydride and 100 ml of methanol were reacted, to obtain 1.21 g of the title compound as a yellow oil.